Dataset: the Open Reaction Database (ORD), a public repository of structured organic reaction records. Task: describe an organic reaction: reactants, conditions, products, and yield Reactants: S1C2=C(C(=C1)C=CC1=CC=C(S1)C(=O)Cl)C=CC=C2 (5-[2-(benzo[b]thiophen-3-yl)ethenyl]thiophene-2-carboxylic acid chloride), CC1(OCC(O1)CO)C (2,2-dimethyl-1,3-dioxolane-4-methanol). The solvent is N1=CC=CC=C1 (pyridine). Product: S1C2=C(C(=C1)C=CC1=CC=C(S1)C(=O)O)C=CC=C2 (5-[2-(benzo[b]thiophen-3-yl)ethenyl]thiophene-2-carboxylic acid), product. Yield: 39.0%. As a reaction SMILES: [S:1]1[CH:5]=[C:4]([CH:6]=[CH:7][C:8]2[S:12][C:11]([C:13](Cl)=[O:14])=[CH:10][CH:9]=2)[C:3]2[CH:16]=[CH:17][CH:18]=[CH:19][C:2]1=2.CC1(C)OC(CO)C[O:22]1>N1C=CC=CC=1>[S:1]1[CH:5]=[C:4]([CH:6]=[CH:7][C:8]2[S:12][C:11]([C:13]([OH:22])=[O:14])=[CH:10][CH:9]=2)[C:3]2[CH:16]=[CH:17][CH:18]=[CH:19][C:2]1=2. Procedure details: The acid chloride of 5-[2-(benzo[b]thiophen-3-yl)ethenyl]thiophene-2-carboxylic acid was prepared as described in Example 9. To a solution of 5-[2-(benzo[b]thiophen-3-yl)ethenyl]thiophene-2-carboxylic acid chloride (5.0 g) and pyridine (50 ml) was added 2,2-dimethyl-1,3-dioxolane-4-methanol (2.17 g). After refluxing overnight, the mixture was evaporated. The residue was dissolved in ethyl acetate, filtered, and concentrated. The residue was purified by high performance liquid chromatography (sil... The reactants are β-Ketoester, 4A, product, OC1=C(CS(C2=C1C=CC=C2)(=O)=O)C(=O)OC (methyl 4-hydroxy-2H-1-benzothiopyran-3-carboxylate 1,1-dioxide), NC1=CC=CC=C1 (aniline). The solvent is C=1(C(=CC=CC1)C)C (xylene). Yields the product OC1=C(CS(C2=C1C=CC=C2)(=O)=O)C(=O)NC2=CC=CC=C2 (4-Hydroxy-2H-1-benzothiopyran-3-carboxanilide 1,1-Dioxide). Reaction SMILES: [OH:1][C:2]1[C:7]2[CH:8]=[CH:9][CH:10]=[CH:11][C:6]=2[S:5](=[O:13])(=[O:12])[CH2:4][C:3]=1[C:14]([O:16]C)=O.[NH2:18][C:19]1[CH:24]=[CH:23][CH:22]=[CH:21][CH:20]=1>C1(C)C(C)=CC=CC=1>[OH:1][C:2]1[C:7]2[CH:8]=[CH:9][CH:10]=[CH:11][C:6]=2[S:5](=[O:12])(=[O:13])[CH2:4][C:3]=1[C:14]([NH:18][C:19]1[CH:24]=[CH:23][CH:22]=[CH:21][CH:20]=1)=[O:16]. Procedure details: Preparation by Aminolysis of the β-Ketoester. -- A mixture of 11.7 g. (0.05 mole) of methyl 4-hydroxy-2H-1-benzothiopyran-3-carboxylate 1,1-dioxide, 7.0 g. (0.075 mole) of aniline, and 250 ml. of xylene was refluxed for 16 hr. in a Soxhlet apparatus, the thimble of which contained 20 g. of Linde type 4A molecular sieve. The mixture was cooled and the resulting precipitate was collected to give 12.8 g. (81%) of product, m.p. 204°-208° dec. Recrystallization from ethyl acetate gave 11.4 g. materia... Reactants: CN(C=O)C (dimethylformamide), C1(=CC=CC=C1)N(C1=CC=CC=C1)C1=CC=CC=C1 (triphenylamine), BrN1C(CCC1=O)=O (N-bromosuccinimide), CN(C=O)C (dimethylformamide). The solvent is O (water). Run at time 6 hour. Product: BrC1=CC=C(C=C1)N(C1=CC=CC=C1)C1=CC=CC=C1 ((p-bromophenyl)diphenylamine). Isolated yield 59.0%. RXN SMILES: CN(C)C=O.[C:6]1([N:12]([C:19]2[CH:24]=[CH:23][CH:22]=[CH:21][CH:20]=2)[C:13]2[CH:18]=[CH:17][CH:16]=[CH:15][CH:14]=2)[CH:11]=[CH:10][CH:9]=[CH:8][CH:7]=1.[Br:25]N1C(=O)CCC1=O>O>[Br:25][C:22]1[CH:21]=[CH:20][C:19]([N:12]([C:6]2[CH:7]=[CH:8][CH:9]=[CH:10][CH:11]=2)[C:13]2[CH:18]=[CH:17][CH:16]=[CH:15][CH:14]=2)=[CH:24][CH:23]=1. Reported procedure: Into 500 ml of dry dimethylformamide, 50 g (200 mmole) of triphenylamine was dissolved. To the obtained solution, a solution prepared by dissolving 36 g (200 mmole) of N-bromosuccinimide into 100 ml of dry dimethylformamide was added and the obtained solution was stirred at the room temperature for 6 hours. After the reaction was completed, 1 liter of water was added to the reaction mixture and the formed precipitates were separated by filtration. The obtained light yellow solid was washed with ...